From a dataset of the Open Reaction Database (ORD), a public repository of structured organic reaction records. describe an organic reaction: reactants, conditions, products, and yield Starting materials: C(C(=O)Cl)(=O)Cl (oxalyl chloride), C(C)(C)C(N1C2=C(N(C(C(C1=O)(C)CC(=O)O)=O)C1=CC=C(C=C1)Cl)C=CC=C2)(C(N)=O)C2=CC=C(C=C2)OC ([1-(Isopropyl-(4-methoxy-phenyl)-carbamoylmethyl)-3-methyl-2,4-dioxo-5-(4-chloro-phenyl)-2,3,4,5-tetrahydro-1H-benzo[b][1,4]diazepin-3-yl]-acetic acid), Intermediate 3, CN(C)C=O (DMF), NC1=CC=CC=C1 (aniline). The solvent is C(Cl)Cl (CH2Cl2), C(Cl)Cl (CH2Cl2), Cl (HCl), C(Cl)Cl (CH2Cl2). Conditions: temperature 0 celsius, time 2.5 hour. The product is O=C1C(C(N(C2=C(N1CC(=O)N(C1=CC=CC=C1)C(C)C)C=CC=C2)C2=CC=C(C=C2)Cl)=O)(CC(NC2=CC=CC=C2)=O)C (2-[2,4-Dioxo-5-(4-chlorophenyl)-3-methyl-3-phenylcarbamoylmethyl-2,3,4,5-tetrahydro-benzo[b][1,4]diazepin-1-yl]-N-isopropyl-N-phenyl acetamide). As a reaction SMILES: [C:1](Cl)(=O)[C:2](Cl)=O.C([C:10](C1C=CC(OC)=CC=1)([C:36](=[O:38])[NH2:37])[N:11]1[C:17](=[O:18])[C:16]([CH2:20][C:21]([OH:23])=O)([CH3:19])[C:15](=[O:24])[N:14]([C:25]2[CH:30]=[CH:29][C:28]([Cl:31])=[CH:27][CH:26]=2)[C:13]2[CH:32]=[CH:33][CH:34]=[CH:35][C:12]1=2)(C)C.C[N:48]([CH:50]=O)C.N[C:53]1[CH:58]=[CH:57][CH:56]=[CH:55][CH:54]=1>C(Cl)Cl.Cl>[O:18]=[C:17]1[N:11]([CH2:10][C:36]([N:37]([CH:16]([CH3:17])[CH3:15])[C:53]2[CH:58]=[CH:57][CH:56]=[CH:55][CH:54]=2)=[O:38])[C:12]2[CH:35]=[CH:34][CH:33]=[CH:32][C:13]=2[N:14]([C:25]2[CH:26]=[CH:27][C:28]([Cl:31])=[CH:29][CH:30]=2)[C:15](=[O:24])[C:16]1([CH3:19])[CH2:20][C:21](=[O:23])[NH:48][C:50]1[CH:2]=[CH:1][CH:35]=[CH:12][CH:13]=1. Procedure: 0.59 mL (6.7 mmol) of oxalyl chloride in 25 mL of CH2Cl2 is added dropwise to a solution of 1.8 g (3.4 mmol) of [1-(Isopropyl-(4-methoxy-phenyl)-carbamoylmethyl)-3-methyl-2,4-dioxo-5-(4-chloro-phenyl)-2,3,4,5-tetrahydro-1H-benzo[b][1,4]diazepin-3-yl]-acetic acid, prepared as in Intermediate 3, and 0.013 mL of DMF in 50 ml of CH2Cl2 cooled to 0° C. The solution is stirred at RT for 2.5 h and subsequently concentrated in vacuo to a dark grey foam. The crude acid chloride is dissolved in 60 mL of C... Starting materials: C(C(=O)O)(=O)O.ClC=1C=CC2=C(C(=[N+](CC(N2)CN)[O-])C2=C(C=CC=C2)F)C1 (7-chloro-5-(2-fluorophenyl)-2,3-dihydro-1H-1,4-benzodiazepine-2-methanamine-4-oxide oxalate salt), C(C)C(C([O-])([O-])[O-])(CC)CC (triethylorthoacetate), C(C(=O)O)(=O)O.ClC=1C=CC2=C(C(=[N+](CC(N2)CN)[O-])C2=C(C=CC=C2)F)C1 (7-chloro-5-(2-fluorophenyl)-2,3-dihydro-1H-1,4-benzodiazepine-2-methanamine-4-oxide oxalate salt). Run in C(C)#N (acetonitrile). Reaction conditions: time 1 hour. Yields the product ClC=1C=CC2=C(C(=[N+](CC3N2C(=NC3)C)[O-])C3=C(C=CC=C3)F)C1 (8-Chloro-6-(2-fluorophenyl)-3a,4-dihydro-1-methyl-3H-imidazo[1,5-a][1,4]benzodiazepine-5-oxide), oxalate salt. RXN SMILES: [C:1](O)(=O)[C:2](O)=O.[Cl:7][C:8]1[CH:9]=[CH:10][C:11]2[NH:17][CH:16]([CH2:18][NH2:19])[CH2:15][N+:14]([O-:20])=[C:13]([C:21]3[CH:26]=[CH:25][CH:24]=[CH:23][C:22]=3[F:27])[C:12]=2[CH:28]=1.C(C(CC)(CC)C([O-])([O-])[O-])C>C(#N)C>[Cl:7][C:8]1[CH:9]=[CH:10][C:11]2[N:17]3[C:1]([CH3:2])=[N:19][CH2:18][CH:16]3[CH2:15][N+:14]([O-:20])=[C:13]([C:21]3[CH:26]=[CH:25][CH:24]=[CH:23][C:22]=3[F:27])[C:12]=2[CH:28]=1 |f:0.1|. Procedure details: A slurry of 7-chloro-5-(2-fluorophenyl)-2,3-dihydro-1H-1,4-benzodiazepine-2-methanamine-4-oxide oxalate salt (VIII, EXAMPLE 6, 35 g, 85 mmol) and triethylorthoacetate (23.5 ml, 128 mmol) in acetonitrile (175 ml) is stirred at reflux for 2 hr during which time the 7-chloro-5-(2-fluorophenyl)-2,3-dihydro-1H-1,4-benzodiazepine-2-methanamine-4-oxide (VIII) dissolves and ethanol/acetonitrile (about 75 ml) is removed by distillation under ordinary pressure. TLC and HPLC analysis shows the reaction is ...